Dataset: the Open Reaction Database (ORD), a public repository of structured organic reaction records. Task: describe an organic reaction: reactants, conditions, products, and yield RXN SMILES: [NH:1]([CH2:3][C:4]([OH:6])=[O:5])[CH3:2].Cl[Si](C)(C)C.CCN([CH:18]([CH3:20])[CH3:19])C(C)C.Cl[C:22]([O:24][CH:25](Cl)[CH:26]([CH3:28])[CH3:27])=[O:23].[C:30]([OH:38])(=[O:37])[C:31]1[CH:36]=[CH:35][CH:34]=[CH:33][CH:32]=1>C(Cl)(Cl)Cl>[CH3:2][N:1]([C:22]([O:24][CH:25]([C:26]1[CH:28]=[CH:19][CH:18]=[CH:20][CH:27]=1)[O:38][C:30]([C:31]1[CH:36]=[CH:35][CH:34]=[CH:33][CH:32]=1)=[O:37])=[O:23])[CH2:3][C:4]([OH:6])=[O:5]. Reactants: N(C)CC(=O)O (sarcosine), ClC(=O)OC(C(C)C)Cl (1-chloro-2-methylpropyl chloroformate), CCN(C(C)C)C(C)C (DIEA), C(C1=CC=CC=C1)(=O)O (benzoic acid), Cl[Si](C)(C)C (chlorotrimethylsilane), CCN(C(C)C)C(C)C (DIEA). The product is CN(CC(=O)O)C(=O)OC(OC(=O)C1=CC=CC=C1)C1=CC=CC=C1 (2-[N-Methyl(phenylphenylcarbonyloxymethoxy)carbonylamino]acetic Acid). Solvent: C(Cl)(Cl)Cl (chloroform). Isolated yield 16.2%. Reported procedure: Following the general procedure for the one pot synthesis, sarcosine (1.0 g, 11.2 mmol) was reacted with chlorotrimethylsilane (2.8 mL, 22.4 mmol) in anhydrous chloroform (25 mL) in the presence of DIEA (4.1 mL, 22.4 mmol). Subsequent reaction of the intermediate with 1-chloro-2-methylpropyl chloroformate (4.59 g, 22.4 mmol) followed by a mixture of DIEA (4.1 mL, 22.4 mmol) and benzoic acid (2.8 g, 22.4 mmol) provided 0.622 g (16.3% yield) of the title compound (50) as a buff-colored solid after... Starting materials: CC(=O)OCc1ncccc1C(C)=O, Cl. Yields the product CC(=O)c1cccnc1CO. RXN SMILES: [C:1](=[O:2])([CH3:3])[O:4][CH2:5][c:6]1[n:7][cH:8][cH:9][cH:10][c:11]1[C:12]([CH3:13])=[O:14].[ClH:15]>>[OH:4][CH2:5][c:6]1[n:7][cH:8][cH:9][cH:10][c:11]1[C:12]([CH3:13])=[O:14]. Reactants: carbamates, CC1=NC2=CC=CC(=C2C=C1)N1CCN(CC1)CCC=1C=C(N)C=CC1 (3-{2-[4-(2-Methyl-5-quinolinyl)-1-piperazinyl]ethyl}aniline), ClC(=O)OC (methyl chloroformate). Product: CC1=NC2=CC=CC(=C2C=C1)N1CCN(CC1)CCC=1C=C(C=CC1)NC(OC)=O (Methyl (3-{2-[4-(2-methyl-5-quinolinyl)-1-piperazinyl]ethyl}phenyl)carbamate). Yield: 41.0%. As a reaction SMILES: [CH3:1][C:2]1[CH:11]=[CH:10][C:9]2[C:4](=[CH:5][CH:6]=[CH:7][C:8]=2[N:12]2[CH2:17][CH2:16][N:15]([CH2:18][CH2:19][C:20]3[CH:21]=[C:22]([CH:24]=[CH:25][CH:26]=3)[NH2:23])[CH2:14][CH2:13]2)[N:3]=1.Cl[C:28]([O:30][CH3:31])=[O:29]>>[CH3:1][C:2]1[CH:11]=[CH:10][C:9]2[C:4](=[CH:5][CH:6]=[CH:7][C:8]=2[N:12]2[CH2:13][CH2:14][N:15]([CH2:18][CH2:19][C:20]3[CH:21]=[C:22]([NH:23][C:28](=[O:29])[O:30][CH3:31])[CH:24]=[CH:25][CH:26]=3)[CH2:16][CH2:17]2)[N:3]=1. Procedure: The title compound was prepared in 41% yield according to the general procedure for the preparation of carbamates (Method D) starting from 3-{2-[4-(2-methyl-5-quinolinyl)-1-piperazinyl]ethyl}aniline (D6) and methyl chloroformate. Starting materials: CC1=C(C=C(C=C1)C=1OC(=NN1)C)C1=CC=C(C=C1)C(=O)O (2′-Methyl-5′-(5-methyl-1,3,4-oxadiazol-2-yl)-1,1′-biphenyl-4-carboxylic acid), C=1C=CC2=C(C1)N=NN2O (HOBT), Cl.CN(CCCN=C=NCC)C (1-(3-dimethylaminopropyl)-3-ethyl carbodiimide hydrochloride), CC(CCN)(C)C (3,3-dimethylbutylamine). Solvent: CN(C)C=O (DMF). Reaction conditions: time 18 hour. Product: CC(CCNC(=O)C1=CC=C(C=C1)C1=C(C=CC(=C1)C=1OC(=NN1)C)C)(C)C (N-(3,3-dimethylbutyl)-2′-methyl-5′-(5-methyl-1,3,4-oxadiazol-2-yl)-1,1′-biphenyl-4-carboxamide). RXN SMILES: [CH3:1][C:2]1[CH:7]=[CH:6][C:5]([C:8]2[O:9][C:10]([CH3:13])=[N:11][N:12]=2)=[CH:4][C:3]=1[C:14]1[CH:19]=[CH:18][C:17]([C:20](O)=[O:21])=[CH:16][CH:15]=1.C1C=CC2N(O)N=NC=2C=1.Cl.CN(C)CCCN=C=NCC.[CH3:45][C:46]([CH3:51])([CH3:50])[CH2:47][CH2:48][NH2:49]>CN(C=O)C>[CH3:45][C:46]([CH3:51])([CH3:50])[CH2:47][CH2:48][NH:49][C:20]([C:17]1[CH:16]=[CH:15][C:14]([C:3]2[CH:4]=[C:5]([C:8]3[O:9][C:10]([CH3:13])=[N:11][N:12]=3)[CH:6]=[CH:7][C:2]=2[CH3:1])=[CH:19][CH:18]=1)=[O:21] |f:2.3|. Reported procedure: 2′-Methyl-5′-(5-methyl-1,3,4-oxadiazol-2-yl)-1,1′-biphenyl-4-carboxylic acid (11.3 mg, 0.034 mmol), HOBT (6.0 mg, 0.044 mmol), 1-(3-dimethylaminopropyl)-3-ethyl carbodiimide hydrochloride (8.0 mg, 0.042 mmol) and 3,3-dimethylbutylamine (0.34 mmol) were mixed in DMF (0.7 ml) and the reaction left at room temperature for 18 h. The DMF was evaporated under vacuum and the residue partitioned between DCM (0.4 ml) and water (0.4 ml). The organic phase was washed with aqueous sodium hydroxide (0.5M, 0....